From a dataset of the Open Reaction Database (ORD), a public repository of structured organic reaction records. describe an organic reaction: reactants, conditions, products, and yield The reactants are COc1ccc(CCN2CCCC(CCl)C2)cc1OC, COc1cc(C(C#N)C(C)C)cc(OC)c1OC, Cc1ccccc1, Cl. Product: COc1ccc(CCN2CCCC(CC(C#N)(c3cc(OC)c(OC)c(OC)c3)C(C)C)C2)cc1OC. RXN SMILES: [CH3:1][O:2][c:3]1[cH:4][c:5]([CH2:11][CH2:12][N:13]2[CH2:14][CH:15]([CH2:19][Cl:20])[CH2:16][CH2:17][CH2:18]2)[cH:6][cH:7][c:8]1[O:9][CH3:10].[CH3:21][O:22][c:23]1[cH:24][c:25]([CH:33]([C:34]#[N:35])[CH:36]([CH3:37])[CH3:38])[cH:26][c:27]([O:31][CH3:32])[c:28]1[O:29][CH3:30].[CH3:40][c:41]1[cH:42][cH:43][cH:44][cH:45][cH:46]1.[Cl:39]>>[CH3:1][O:2][c:3]1[cH:4][c:5]([CH2:11][CH2:12][N:13]2[CH2:14][CH:15]([CH2:19][C:33]([c:25]3[cH:24][c:23]([O:22][CH3:21])[c:28]([O:29][CH3:30])[c:27]([O:31][CH3:32])[cH:26]3)([C:34]#[N:35])[CH:36]([CH3:37])[CH3:38])[CH2:16][CH2:17][CH2:18]2)[cH:6][cH:7][c:8]1[O:9][CH3:10]. The reactants are CC1=NC(=C(C(=N1)O)Cl)O (2-methyl-5-chloro-4,6-dihydroxypyrimidine), CS(=O)[O-].[Na+] (sodium methylsulfinate). Solvent: CS(=O)C (dimethyl sulfoxide). Product: CC1=NC(=C(C(=N1)O)S(=O)(=O)C)O (2-methyl-4,6-dihydroxy-5-methylsulfonylpyrimidine). Yield: 90.0%. Reaction SMILES: [CH3:1][C:2]1[N:7]=[C:6]([OH:8])[C:5](Cl)=[C:4]([OH:10])[N:3]=1.[CH3:11][S:12]([O-:14])=[O:13].[Na+]>CS(C)=O>[CH3:1][C:2]1[N:7]=[C:6]([OH:8])[C:5]([S:12]([CH3:11])(=[O:14])=[O:13])=[C:4]([OH:10])[N:3]=1 |f:1.2|. Procedure: 16 g (0.1 mole) of 2-methyl-5-chloro-4,6-dihydroxypyrimidine and 11.2 g (0.11 mole) of sodium methylsulfinate are stirred in 50 ml of dimethyl sulfoxide for 4 hours at 125°-130° C. The suspension is filtered clear at 90° C. and chloroform is added to the filtrate. The flocculent precipitate is isolated by filtration and well dried, affording 9.4 g of approx. 90% product which is used for the further reaction without being purified. The reactants are C([C@H](O)[C@@H](O)C(=O)O)(=O)O (L(+)-tartaric acid), Cl (HCl), C([C@H](O)[C@@H](O)C(=O)O)(=O)O (L(+)-tartaric acid), Cl (HCl), FeCl2, (meso)tartaric acid, C([C@@H](O)[C@H](O)C(=O)O)(=O)O (d-tartaric acid), [OH-].[Na+] (NaOH), [Na+].[Cl-] (NaCl), [Na+].[Cl-] (NaCl). Reagents/catalysts: [Fe] (Fe). Run in O (water). Product: C([C@H](O)[C@H](O)C(=O)O)(=O)O (mesotartaric acid). Reaction SMILES: [C:1]([OH:10])(=[O:9])[C@@H:2]([C@H:4]([C:6]([OH:8])=[O:7])[OH:5])[OH:3].C(O)(=O)[C@H]([C@@H](C(O)=O)O)O.[OH-].[Na+].Cl.[Na+].[Cl-]>[Fe].O>[C:1]([OH:10])(=[O:9])[C@@H:2]([C@@H:4]([C:6]([OH:8])=[O:7])[OH:5])[OH:3] |f:2.3,5.6|. Procedure details: A mesotartaric acid containing treatment solution was prepared by heating a solution of 95 g L(+)-tartaric acid, also known as d-tartaric acid, in 1 kg of aqueous 30% w/w NaOH at 118° C. for two hours. After cooling to room temperature, HCl-solution was added to adjust the pH to 6. Depending on the amount and the type of HCl solution used, NaCl or water was added in order to obtain a solution containing 20% w/w of NaCl. Hereafter FeCl2 was added in such an amount that the solution contained 4.8 ... Reactants: CCO, N, OCCC(=C(c1ccccc1)c1ccc(OCCBr)cc1)c1ccccc1. Yields the product NCCOc1ccc(C(=C(CCO)c2ccccc2)c2ccccc2)cc1. Reaction SMILES: [CH3:29][CH2:30][OH:31].[NH3:28].[c:1]1([C:7](=[C:8]([CH2:9][CH2:10][OH:11])[c:12]2[cH:13][cH:14][cH:15][cH:16][cH:17]2)[c:18]2[cH:19][cH:20][c:21]([O:24][CH2:25][CH2:26][Br:27])[cH:22][cH:23]2)[cH:2][cH:3][cH:4][cH:5][cH:6]1>>[c:1]1([C:7](=[C:8]([CH2:9][CH2:10][OH:11])[c:12]2[cH:13][cH:14][cH:15][cH:16][cH:17]2)[c:18]2[cH:19][cH:20][c:21]([O:24][CH2:25][CH2:26][NH2:28])[cH:22][cH:23]2)[cH:2][cH:3][cH:4][cH:5][cH:6]1. Reactants: CS(=O)(=O)Cl, ClCCl, [N-]=[N+]=NC1CCN(CCO)CC1O, Cc1cccc(C)n1. The product is CS(=O)(=O)OCCN1CCC(N=[N+]=[N-])C(O)C1. RXN SMILES: [CH3:22][S:23]([Cl:24])(=[O:25])=[O:26].[Cl:27][CH2:28][Cl:29].[N:1](=[N+:2]=[N-:3])[CH:4]1[CH:5]([OH:13])[CH2:6][N:7]([CH2:10][CH2:11][OH:12])[CH2:8][CH2:9]1.[n:14]1[c:15]([CH3:16])[cH:17][cH:18][cH:19][c:20]1[CH3:21]>>[N:1](=[N+:2]=[N-:3])[CH:4]1[CH:5]([OH:13])[CH2:6][N:7]([CH2:10][CH2:11][O:12][S:23]([CH3:22])(=[O:25])=[O:26])[CH2:8][CH2:9]1. Starting materials: SC1=CC=C(C(=O)OC)C=C1 (methyl 4-mercaptobenzoate), OC(CN1C=NC=C1)C1=C(C=CC=C1OC)OC (1-[2-hydroxy-2-(2,6-dimethoxyphenyl)ethyl]imidazole). The solvent is FC(C(=O)O)(F)F (trifluoroacetic acid). Reaction conditions: time 2 hour. Product: COC1=C(C(=CC=C1)OC)C(CN1C=NC=C1)SC1=CC=C(C(=O)OC)C=C1 (Methyl 4-[1-(2,6-dimethoxyphenyl)-2-(imidazol-1-yl)ethylthio]benzoate). The yield is 92.5%. Reaction SMILES: [SH:1][C:2]1[CH:11]=[CH:10][C:5]([C:6]([O:8][CH3:9])=[O:7])=[CH:4][CH:3]=1.O[CH:13]([C:20]1[C:25]([O:26][CH3:27])=[CH:24][CH:23]=[CH:22][C:21]=1[O:28][CH3:29])[CH2:14][N:15]1[CH:19]=[CH:18][N:17]=[CH:16]1>FC(F)(F)C(O)=O>[CH3:29][O:28][C:21]1[CH:22]=[CH:23][CH:24]=[C:25]([O:26][CH3:27])[C:20]=1[CH:13]([S:1][C:2]1[CH:3]=[CH:4][C:5]([C:6]([O:8][CH3:9])=[O:7])=[CH:10][CH:11]=1)[CH2:14][N:15]1[CH:19]=[CH:18][N:17]=[CH:16]1. Reported procedure: 20 ml of trifluoroacetic acid were added, whilst ice-cooling, to a mixture of 1.38 g of methyl 4-mercaptobenzoate and 1.36 g of 1-[2-hydroxy-2-(2,6-dimethoxyphenyl)ethyl]imidazole, and the resulting mixture was stirred at a temperature between 0° and 5° C. for 2 hours. The reaction mixture was then treated and purified by the same method as described in Example 13, to give 2.02 g of the title compound as a colorless oil.